This data is from the Open Reaction Database (ORD), a public repository of structured organic reaction records. The task is: describe an organic reaction: reactants, conditions, products, and yield The reactants are OC1=C(C=CC=C1)C=1C=CC=2C(=NON2)C1 (5-(2-hydroxyphenyl)benzofurazan), [Br-].[Br-].[Br-].C(CCC)[N+](CCCC)(CCCC)CCCC.C(CCC)[N+](CCCC)(CCCC)CCCC.C(CCC)[N+](CCCC)(CCCC)CCCC (tetrabutylammonium tribromide), O (water). Solvent: ClCCl (dichoromethane). Reaction conditions: temperature 18 celsius, time 18 hour. Yields the product BrC=1C=C(C(=CC1)O)C=1C=CC=2C(=NON2)C1 (5-(3-bromo-6-hydroxyphenyl)benzofurazan). Reaction SMILES: [OH:1][C:2]1[CH:7]=[CH:6][CH:5]=[CH:4][C:3]=1[C:8]1[CH:9]=[CH:10][C:11]2[C:12]([CH:16]=1)=[N:13][O:14][N:15]=2.[Br-:17].[Br-].[Br-].C([N+](CCCC)(CCCC)CCCC)CCC.C([N+](CCCC)(CCCC)CCCC)CCC.C([N+](CCCC)(CCCC)CCCC)CCC.O>ClCCl>[Br:17][C:5]1[CH:4]=[C:3]([C:8]2[CH:9]=[CH:10][C:11]3[C:12]([CH:16]=2)=[N:13][O:14][N:15]=3)[C:2]([OH:1])=[CH:7][CH:6]=1 |f:1.2.3.4.5.6|. Procedure: A stirred mixture of 5-(2-hydroxyphenyl)benzofurazan (11.2 g, 52.8 mmol), and tetrabutylammonium tribromide (25.5 g, 52.8 mmol) in dichoromethane (530 mL) is stirred at 18° C. for 18 h. The solvent is evaporated off under reduced pressure to yield a residue which is treated with water (300 mL) and extracted with ethyl acetate (3×100 mL). The combined extracts are washed (saturated NaCl), dried (Na2SO4), filtered and the solvent is evaporated off under reduced pressure to yield the crude product ... The reactants are N#Cc1ccc(S(=O)(=O)Cl)cc1, CCCCN1CC2CNCC(C1)C2(C)C, ClCCl. Product: CCCCN1CC2CN(S(=O)(=O)c3ccc(C#N)cc3)CC(C1)C2(C)C, Cl. Reaction SMILES: [C:1](#[N:2])[c:3]1[cH:4][cH:5][c:6]([S:9](=[O:10])(=[O:11])[Cl:12])[cH:7][cH:8]1.[CH2:13]([CH2:14][CH2:15][CH3:16])[N:17]1[CH2:18][CH:19]2[CH2:20][NH:21][CH2:22][CH:23]([CH2:24]1)[C:25]2([CH3:26])[CH3:27].[Cl:28][CH2:29][Cl:30]>>[C:1](#[N:2])[c:3]1[cH:4][cH:5][c:6]([S:9](=[O:10])(=[O:11])[N:21]2[CH2:20][CH:19]3[CH2:18][N:17]([CH2:13][CH2:14][CH2:15][CH3:16])[CH2:24][CH:23]([CH2:22]2)[C:25]3([CH3:26])[CH3:27])[cH:7][cH:8]1.[ClH:12]. Starting materials: CCC(=O)C(CC(C)N(C)C)(C=1C=CC=CC1)C=2C=CC=CC2.Cl (methadone hydrochloride), [OH-].[NH4+] (Ammonium hydroxide). The solvent is O (water). The product is CCC(=O)C(CC(C)N(C)C)(C=1C=CC=CC1)C=2C=CC=CC2 (Methadone). The yield is 82.0%. As a reaction SMILES: [CH3:1][CH2:2][C:3]([C:5]([C:18]1[CH:19]=[CH:20][CH:21]=[CH:22][CH:23]=1)([C:12]1[CH:13]=[CH:14][CH:15]=[CH:16][CH:17]=1)[CH2:6][CH:7]([N:9]([CH3:11])[CH3:10])[CH3:8])=[O:4].Cl.[OH-].[NH4+]>O>[CH3:1][CH2:2][C:3]([C:5]([C:18]1[CH:19]=[CH:20][CH:21]=[CH:22][CH:23]=1)([C:12]1[CH:13]=[CH:14][CH:15]=[CH:16][CH:17]=1)[CH2:6][CH:7]([N:9]([CH3:11])[CH3:10])[CH3:8])=[O:4] |f:0.1,2.3|. Procedure details: To a 100 mL beaker equipped with a magnetic stir bar was charged methadone hydrochloride (3.0 g, 8.67 mmol) and water (30 g). Ammonium hydroxide (0.79 g, 22.6 mmol) was added to bring the pH to ˜9 (pH paper). The resulting solution was extracted with two 45 g portions of ethyl acetate and the combined organic layers were concentrated under reduced pressure at 40° C. The residue was dried under high vacuum to provide 2.2 g (82%) of a white solid which was analyzed by DSC (FIG. 1), FTIR (FIG. 2), ... Starting materials: COC1OC(COC(=O)c2ccccc2)C(OC(=O)c2ccccc2)C1OC(=O)c1ccccc1, CC(=O)OC(C)=O, CC(=O)O, O=CC(O)C(O)C(O)CO, O, O=S(=O)(O)O. The product is CC(=O)OC1OC(COC(=O)c2ccccc2)C(OC(=O)c2ccccc2)C1OC(=O)c1ccccc1. RXN SMILES: [C:1]([c:2]1[cH:3][cH:4][cH:5][cH:6][cH:7]1)(=[O:8])[O:9][CH:10]1[CH:11]([O:12][CH3:13])[O:14][CH:15]([CH2:26][O:27][C:28]([c:29]2[cH:30][cH:31][cH:32][cH:33][cH:34]2)=[O:35])[CH:16]1[O:17][C:18]([c:19]1[cH:20][cH:21][cH:22][cH:23][cH:24]1)=[O:25].[CH3:46][C:47]([O:48][C:49](=[O:50])[CH3:51])=[O:52].[CH3:53][C:54]([OH:55])=[O:56].[O:36]=[CH:37][CH:38]([CH:39]([CH:40]([CH2:41][OH:42])[OH:43])[OH:44])[OH:45].[OH2:62].[S:57](=[O:58])(=[O:59])([OH:60])[OH:61]>>[C:1]([c:2]1[cH:3][cH:4][cH:5][cH:6][cH:7]1)(=[O:8])[O:9][CH:10]1[CH:11]([O:55][C:54]([CH3:53])=[O:56])[O:14][CH:15]([CH2:26][O:27][C:28]([c:29]2[cH:30][cH:31][cH:32][cH:33][cH:34]2)=[O:35])[CH:16]1[O:17][C:18]([c:19]1[cH:20][cH:21][cH:22][cH:23][cH:24]1)=[O:25]. The reactants are Intermediate 31, CC=1OC(=C(N1)C1=CC=C(N)C=C1)C1=C2C(=NC=C1)N(C=C2)S(=O)(=O)C2=CC=C(C=C2)C (4-(2-methyl-5-{1-[(4-methylphenyl)sulfonyl]-1H-pyrrolo[2,3-b]pyridin-4-yl}-1,3-oxazol-4-yl)aniline), C(C)N=C=O (ethyl isocyanate). Yields the product C(C)NC(=O)NC1=CC=C(C=C1)C=1N=C(OC1C1=C2C(=NC=C1)N(C=C2)S(=O)(=O)C2=CC=C(C=C2)C)C (N-ethyl-N′-[4-(2-methyl-5-{1-[(4-methylphenyl)sulfonyl]-1H-pyrrolo[2,3-b]pyridin-4-yl}-1,3-oxazol-4-yl)phenyl]urea). As a reaction SMILES: [CH3:1][C:2]1[O:3][C:4]([C:14]2[CH:19]=[CH:18][N:17]=[C:16]3[N:20]([S:23]([C:26]4[CH:31]=[CH:30][C:29]([CH3:32])=[CH:28][CH:27]=4)(=[O:25])=[O:24])[CH:21]=[CH:22][C:15]=23)=[C:5]([C:7]2[CH:13]=[CH:12][C:10]([NH2:11])=[CH:9][CH:8]=2)[N:6]=1.[CH2:33]([N:35]=[C:36]=[O:37])[CH3:34]>>[CH2:33]([NH:35][C:36]([NH:11][C:10]1[CH:9]=[CH:8][C:7]([C:5]2[N:6]=[C:2]([CH3:1])[O:3][C:4]=2[C:14]2[CH:19]=[CH:18][N:17]=[C:16]3[N:20]([S:23]([C:26]4[CH:31]=[CH:30][C:29]([CH3:32])=[CH:28][CH:27]=4)(=[O:25])=[O:24])[CH:21]=[CH:22][C:15]=23)=[CH:13][CH:12]=1)=[O:37])[CH3:34]. Procedure: Following the procedure described for Intermediate 31 with 4-(2-methyl-5-{1-[(4-methylphenyl)sulfonyl]-1H-pyrrolo[2,3-b]pyridin-4-yl}-1,3-oxazol-4-yl)aniline and ethyl isocyanate provided the title compound. ESMS [M+H]+: 516.2 The reactants are CCCCCCCCC1(CCCCCCCC)c2cc(Br)ccc2-c2ccc(Br)cc21, [Li]CCCC, C1CCOC1, CCCCCC, C[Si](C)(C)Cl. Product: CCCCCCCCC1(CCCCCCCC)c2cc(Br)ccc2-c2ccc([Si](C)(C)C)cc21. Reaction SMILES: [Br:12][c:13]1[cH:14][c:15]2[c:23]([cH:24][cH:25]1)-[c:22]1[c:17]([cH:18][c:19]([Br:26])[cH:20][cH:21]1)[C:16]2([CH2:27][CH2:28][CH2:29][CH2:30][CH2:31][CH2:32][CH2:33][CH3:34])[CH2:35][CH2:36][CH2:37][CH2:38][CH2:39][CH2:40][CH2:41][CH3:42].[CH2:1]([Li:2])[CH2:3][CH2:4][CH3:5].[CH2:48]1[O:49][CH2:50][CH2:51][CH2:52]1.[CH3:6][CH2:7][CH2:8][CH2:9][CH2:10][CH3:11].[Cl:43][Si:44]([CH3:45])([CH3:46])[CH3:47]>>[Br:12][c:13]1[cH:14][c:15]2[c:23]([cH:24][cH:25]1)-[c:22]1[c:17]([cH:18][c:19]([Si:44]([CH3:45])([CH3:46])[CH3:47])[cH:20][cH:21]1)[C:16]2([CH2:27][CH2:28][CH2:29][CH2:30][CH2:31][CH2:32][CH2:33][CH3:34])[CH2:35][CH2:36][CH2:37][CH2:38][CH2:39][CH2:40][CH2:41][CH3:42]. Reactants: N1=CC=CC=C1 (pyridine), BrC(C(=O)Cl)(C)C (α-bromoisobutyryl chloride), ice, NC1=CC=C(C=C1C(C(F)(F)F)(C#CC1CC1)O)Cl (6-amino-3-chloro-α-cyclopropylethynyl-α-(trifluoromethyl)benzyl alcohol), CCOCC (ether), CCOCC (ether). Run at time 30 minute. The product is ClC=1C=CC2=C([C@](O[C@H](C(N2)=O)C(C)C)(C(F)(F)F)C#CC2CC2)C1 (rel-(3S,5S)-7-Chloro-5-cyclopropylethynyl-1,5-dihydro-3-isopropyl-5-(trifluoromethyl)-4,1-benzoxazepin-2(3H)-one). As a reaction SMILES: [NH2:1][C:2]1[C:7]([C:8]([OH:18])([C:13]#[C:14][CH:15]2[CH2:17][CH2:16]2)[C:9]([F:12])([F:11])[F:10])=[CH:6][C:5]([Cl:19])=[CH:4][CH:3]=1.N1C=CC=CC=1.Br[C:27]([CH3:32])([CH3:31])[C:28](Cl)=O.C[CH2:34][O:35]CC>>[Cl:19][C:5]1[CH:4]=[CH:3][C:2]2[NH:1][C:34](=[O:35])[C@H:28]([CH:27]([CH3:32])[CH3:31])[O:18][C@:8]([C:13]#[C:14][CH:15]3[CH2:16][CH2:17]3)([C:9]([F:10])([F:11])[F:12])[C:7]=2[CH:6]=1. Reported procedure: To a stirred ice-cooled solution of 290 mg of 6-amino-3-chloro-α-cyclopropylethynyl-α-(trifluoromethyl)benzyl alcohol (Example 14, Part A) in 15 mL of dry ether was added 0.100 mL of dry pyridine and 228 mg of α-bromoisobutyryl chloride. After 30 min, the reaction mixture was diluted with ether, washed with water and aqueous sodium bicarbonate, dried and evaporated. The residue was dissolved in 15 mL of dry DMF, 268 mg of lithium iodide and 978 mg of cesium carbonate was added, and the resulting... Reactants: COc1ccnc(Cl)n1, [H-], [Na+], CN(C)C=O, O, Oc1ccc(I)cc1. Product: COc1ccnc(Oc2ccc(I)cc2)n1. RXN SMILES: [Cl:11][c:12]1[n:13][cH:14][cH:15][c:16]([O:18][CH3:19])[n:17]1.[H-:1].[Na+:2].[O:21]=[CH:22][N:23]([CH3:24])[CH3:25].[OH2:20].[OH:3][c:4]1[cH:5][cH:6][c:7]([I:8])[cH:9][cH:10]1>>[O:3]([c:4]1[cH:5][cH:6][c:7]([I:8])[cH:9][cH:10]1)[c:12]1[n:13][cH:14][cH:15][c:16]([O:18][CH3:19])[n:17]1. The reactants are [Br-], Ic1cn(C(c2ccccc2)(c2ccccc2)c2ccccc2)cn1, CC[Mg+], Cc1sccc1C=O, CCOCC, ClCCl. Yields the product Cc1sccc1C(O)c1cn(C(c2ccccc2)(c2ccccc2)c2ccccc2)cn1. As a reaction SMILES: [Br-:26].[C:1]([c:2]1[cH:3][cH:4][cH:5][cH:6][cH:7]1)([c:8]1[cH:9][cH:10][cH:11][cH:12][cH:13]1)([c:14]1[cH:15][cH:16][cH:17][cH:18][cH:19]1)[n:20]1[cH:21][n:22][c:23]([I:25])[cH:24]1.[CH2:27]([Mg+:28])[CH3:29].[CH3:30][c:31]1[s:32][cH:33][cH:34][c:35]1[CH:36]=[O:37].[CH3:38][CH2:39][O:40][CH2:41][CH3:42].[Cl:43][CH2:44][Cl:45]>>[C:1]([c:2]1[cH:3][cH:4][cH:5][cH:6][cH:7]1)([c:8]1[cH:9][cH:10][cH:11][cH:12][cH:13]1)([c:14]1[cH:15][cH:16][cH:17][cH:18][cH:19]1)[n:20]1[cH:21][n:22][c:23]([CH:36]([c:35]2[c:31]([CH3:30])[s:32][cH:33][cH:34]2)[OH:37])[cH:24]1.